describe an organic reaction: reactants, conditions, products, and yield From a dataset of the Open Reaction Database (ORD), a public repository of structured organic reaction records. Reactants: COC(C1=C(C=C(C=C1)OC1=NC=CC=C1)C1=CC=CC=C1)=O (4-(2-Pyridyloxy)-2-phenylbenzoic acid methyl ester), [OH-].[Na+] (NaOH). Run in O (water), CO (methanol). The product is N1=C(C=CC=C1)OC1=CC(=C(C(=O)O)C=C1)C1=CC=CC=C1 (4-(2-Pyridyloxy)-2-phenylbenzoic acid). As a reaction SMILES: C[O:2][C:3](=[O:23])[C:4]1[CH:9]=[CH:8][C:7]([O:10][C:11]2[CH:16]=[CH:15][CH:14]=[CH:13][N:12]=2)=[CH:6][C:5]=1[C:17]1[CH:22]=[CH:21][CH:20]=[CH:19][CH:18]=1.[OH-].[Na+]>CO.O>[N:12]1[CH:13]=[CH:14][CH:15]=[CH:16][C:11]=1[O:10][C:7]1[CH:8]=[CH:9][C:4]([C:3]([OH:23])=[O:2])=[C:5]([C:17]2[CH:22]=[CH:21][CH:20]=[CH:19][CH:18]=2)[CH:6]=1 |f:1.2|. Reported procedure: A solution of the resultant ester from Example 6B (1.0 equivalent) in aqueous methanol is treated with NaOH (2.0 equivalents) and stirred until the reaction is deemed complete by TLC analysis. The mixture is acidified, diluted with water, and extracted into ethyl acetate which is dried and evaporated. Chromatography on silica gel provides the tide product. The reactants are [OH-].C1=CC=CC2=CC=CC=C12 (naphthalene hydroxide), C(C)=O (acetaldehyde). The product is C1=CC=CC2=CC=CC=C12 (naphthalene). Reaction SMILES: [OH-].[CH:2]1[C:11]2[C:6](=[CH:7][CH:8]=[CH:9][CH:10]=2)[CH:5]=[CH:4][CH:3]=1.C(=O)C>>[CH:10]1[C:11]2[C:6](=[CH:5][CH:4]=[CH:3][CH:2]=2)[CH:7]=[CH:8][CH:9]=1 |f:0.1|. Procedure details: The naphthalene resin having the structural unit represented by formula (1) or (2) is an oligomer or a polymer in which the repeating unit n is 2 to 7000, or 2 to 5000, or 2 to 300. The molecular weight thereof varies depending on the application solvent used, solution viscosity, film shape or the like, but ranges from 400 to 1000000, preferably 500 to 500000, further preferably 500 to 300000 in weight average molecular weight. The naphthalene resin having the structural unit represented by form... Run in CS(=O)C (DMSO). The yield is 75.2%. Procedure details: In a 300 ml three neck flask fitted with a mechanical stirrer, thermometer and addition funnel was added 20.8 gm (0.1 mol) of (p-chlorophenyl)hexanenitrile, 34.8 gm (0.2 mol) of methylene bromide and 50 ml of DMSO. To the reaction flask was added 24 ml of 50% (w/w) sodium hydroxide, dropwise over a 35 minute period. Upon completion of the reaction, it was quenched by adding 500 ml of water. The aqueous mixture was extracted three times with ether, then the combined ether extracts were washed thr... The reactants are ClC1=CC=C(C=C1)C(C#N)CCCC ((p-chlorophenyl)hexanenitrile), C(Br)Br (methylene bromide), three, [OH-].[Na+] (sodium hydroxide). The product is BrCC(CCCC)(C1=CC=C(C=C1)Cl)C#N (1-bromo-2-cyano-2-(4-chlorophenyl)hexane). Reaction SMILES: [Cl:1][C:2]1[CH:7]=[CH:6][C:5]([CH:8]([CH2:11][CH2:12][CH2:13][CH3:14])[C:9]#[N:10])=[CH:4][CH:3]=1.[CH2:15](Br)[Br:16].[OH-].[Na+]>CS(C)=O>[Br:16][CH2:15][C:8]([C:9]#[N:10])([C:5]1[CH:4]=[CH:3][C:2]([Cl:1])=[CH:7][CH:6]=1)[CH2:11][CH2:12][CH2:13][CH3:14] |f:2.3|. Run at time 35 minute. Run in O1CCCC1 (tetrahydrofuran). Run at temperature -70 celsius, time 30 minute. Reactants: FC1=CC=C(C(=O)C2=CC=C(C=C2)F)C=C1 (4,4'-difluorobenzophenone), C(CCC)[Li] (Butyl lithium), C(C)(C)NC1CCCCC1 (N-isopropylcyclohexylamine), C1(CC1)CC(=O)OCCCC (butyl cyclopropaneacetate). Yields the product C1(CC1)C(C(=O)OCCCC)C(O)(C1=CC=C(C=C1)F)C1=CC=C(C=C1)F (Butyl 2-cyclopropyl-3,3-bis(4-fluorophenyl)-3-hydroxypropionate). Reported procedure: Butyl lithium (5 mL of 2M solution, 10 mmol) was added to a solution of N-isopropylcyclohexylamine(1.4 g, 10 mmol) in 20 mL of tetrahydrofuran at -10° C. After stirring for 30 minutes and cooling to -70° C., butyl cyclopropaneacetate (1.5 g 10 mmol) was added. After stirring for an additional 30 minutes, 4,4'-difluorobenzophenone (1.1 g, 5 mmol) was added and the mixture stirred for 6 hours at -70° C. The mixture was quenched with 2N hydrochloric acid and extracted with diethyl ether. The extrac... The yield is 53.4%. Reaction SMILES: C([Li])CCC.C(NC1CCCCC1)(C)C.[CH:16]1([CH2:19][C:20]([O:22][CH2:23][CH2:24][CH2:25][CH3:26])=[O:21])[CH2:18][CH2:17]1.[F:27][C:28]1[CH:42]=[CH:41][C:31]([C:32]([C:34]2[CH:39]=[CH:38][C:37]([F:40])=[CH:36][CH:35]=2)=[O:33])=[CH:30][CH:29]=1>O1CCCC1>[CH:16]1([CH:19]([C:32]([C:31]2[CH:41]=[CH:42][C:28]([F:27])=[CH:29][CH:30]=2)([C:34]2[CH:35]=[CH:36][C:37]([F:40])=[CH:38][CH:39]=2)[OH:33])[C:20]([O:22][CH2:23][CH2:24][CH2:25][CH3:26])=[O:21])[CH2:17][CH2:18]1. Starting materials: CI (methyl iodide), O (water), [H-].[Na+] (sodium hydride), CI (methyl iodide), C(C1=CC=CC=C1)OC(=O)NC1(OC(CC1)=O)C(=O)O (2-benzyloxycarbonylamino-5-oxo-2-tetrahydrofurancarboxylic acid). Run in CN(C=O)C (N,N-dimethylformamide). Run at time 4 hour. Yields the product C(C1=CC=CC=C1)OC(=O)NC1(OC(CC1)=O)C(=O)OC (methyl 2-benzyloxycarbonylamino-5-oxo-2-tetrahydrofurancarboxylate). RXN SMILES: [CH2:1]([O:8][C:9]([NH:11][C:12]1([C:18]([OH:20])=[O:19])[CH2:16][CH2:15][C:14](=[O:17])[O:13]1)=[O:10])[C:2]1[CH:7]=[CH:6][CH:5]=[CH:4][CH:3]=1.[H-].[Na+].[CH3:23]I.O>CN(C)C=O>[CH2:1]([O:8][C:9]([NH:11][C:12]1([C:18]([O:20][CH3:23])=[O:19])[CH2:16][CH2:15][C:14](=[O:17])[O:13]1)=[O:10])[C:2]1[CH:3]=[CH:4][CH:5]=[CH:6][CH:7]=1 |f:1.2|. Reported procedure: In 100 ml of N,N-dimethylformamide was dissolved 27.93 g of 2-benzyloxycarbonylamino-5-oxo-2-tetrahydrofurancarboxylic acid obtained by the method described in Journal of Organic Chemistry, 6 878 (1941). To the solution was added 4.0 g of sodium hydride (60% oil), to which was further added 28.4 of methyl iodide, and the reaction was allowed to proceed at room temperature for 4 hours. The reaction mixture was supplemented with 14.2 g of methyl iodide, which was stirred for further 3 hours. The r... The reactants are C(=O)(Cl)Cl (phosgene), Cl.OC(C(OCC)=N)C1=CC=CC=C1 (ethyl 1-hydroxy-1-phenylmethanecarboximidate hydrochloride), O1CCCC1 (tetrahydrofuran). Solvent: C1(=CC=CC=C1)C (toluene). Yields the product C1(=CC=CC=C1)C1C(NC(O1)=O)=O (5-Phenyloxazolidine-2,4-dione). As a reaction SMILES: [C:1](Cl)(Cl)=[O:2].Cl.[OH:6][CH:7]([C:13]1[CH:18]=[CH:17][CH:16]=[CH:15][CH:14]=1)[C:8](=[NH:12])[O:9]CC.O1CCCC1>C1(C)C=CC=CC=1>[C:13]1([CH:7]2[O:6][C:1](=[O:2])[NH:9][C:8]2=[O:12])[CH:14]=[CH:15][CH:16]=[CH:17][CH:18]=1 |f:1.2|. Procedure details: By the procedure of Example 3, except that a reaction time of 16 hours at room temperature was used following cold perfusion with phosgene, ethyl 1-hydroxy-1-phenylmethanecarboximidate hydrochloride (22 g., 0.102 mole) in 450 ml. of tetrahydrofuran was converted to toluene recrystallized 5-phenyloxazolidine-2,4-dione (10.5 g., m.p. 103°-105° C.). Reactants: ClCCN1CCOCC1, O=C(C(=O)N1CCN(c2nnnn2-c2ccccc2)CC1)c1c[nH]c2c(-c3cc[nH]n3)ncc(F)c12, [H-], [Na+], CN(C)C=O. Product: O=C(C(=O)N1CCN(c2nnnn2-c2ccccc2)CC1)c1c[nH]c2c(-c3ccn(CCN4CCOCC4)n3)ncc(F)c12. Reaction SMILES: [Cl:39][CH2:40][CH2:41][N:42]1[CH2:43][CH2:44][O:45][CH2:46][CH2:47]1.[F:1][c:2]1[c:3]2[c:4]([c:5](-[c:8]3[n:9][nH:10][cH:11][cH:12]3)[n:6][cH:7]1)[nH:13][cH:14][c:15]2[C:16]([C:17](=[O:18])[N:19]1[CH2:20][CH2:21][N:22]([c:25]2[n:26][n:27][n:28][n:29]2-[c:30]2[cH:31][cH:32][cH:33][cH:34][cH:35]2)[CH2:23][CH2:24]1)=[O:36].[H-:37].[Na+:38].[O:48]=[CH:49][N:50]([CH3:51])[CH3:52]>>[F:1][c:2]1[c:3]2[c:4]([c:5](-[c:8]3[n:9][n:10]([CH2:40][CH2:41][N:42]4[CH2:43][CH2:44][O:45][CH2:46][CH2:47]4)[cH:11][cH:12]3)[n:6][cH:7]1)[nH:13][cH:14][c:15]2[C:16]([C:17](=[O:18])[N:19]1[CH2:20][CH2:21][N:22]([c:25]2[n:26][n:27][n:28][n:29]2-[c:30]2[cH:31][cH:32][cH:33][cH:34][cH:35]2)[CH2:23][CH2:24]1)=[O:36]. Reactants: CC1(C=2C=CC(=CC2C(CC1)(C)C)C(=O)NC1=CC=C(C(=O)OC)C=C1)C (Methyl 4-(5,6,7,8-tetrahydro-5,5,8,8-tetramethylnaphthalene-2-carboxamido)benzoate), NO (hydroxylamine). The solvent is CO (MeOH), CO (MeOH). Conditions: time 1 hour. Yields the product ONC(=O)C1=CC=C(C=C1)NC(=O)C1=CC=2C(CCC(C2C=C1)(C)C)(C)C (N-(4-(Hydroxycarbamoyl)phenyl)-5,6,7,8-tetrahydro-5,5,8,8,-tetramethylnaphthalene-2-carboxamide). Yield: 35.0%. As a reaction SMILES: [CH3:1][C:2]1([CH3:27])[CH2:11][CH2:10][C:9]([CH3:13])([CH3:12])[C:8]2[CH:7]=[C:6]([C:14]([NH:16][C:17]3[CH:26]=[CH:25][C:20]([C:21](OC)=[O:22])=[CH:19][CH:18]=3)=[O:15])[CH:5]=[CH:4][C:3]1=2.[NH2:28][OH:29]>CO>[OH:29][NH:28][C:21]([C:20]1[CH:19]=[CH:18][C:17]([NH:16][C:14]([C:6]2[CH:5]=[CH:4][C:3]3[C:2]([CH3:27])([CH3:1])[CH2:11][CH2:10][C:9]([CH3:13])([CH3:12])[C:8]=3[CH:7]=2)=[O:15])=[CH:26][CH:25]=1)=[O:22]. Procedure: To a solution of methyl 4-(5,6,7,8-tetrahydro-5,5,8,8-tetramethylnaphthalene-2-carboxamido)benzoate 3 (0.200 g, 0.5 mmol) in MeOH (2 mL) was added an hydroxylamine solution (1.76 M, 2 mL) in MeOH and the reaction mixture was stirred 1 h at RT under magnetic stirring. The reaction mixture was adjusted to pH=5, concentrated and the residue was partitioned between EtOAc and H2O. The organic layer was dried with Na2SO4 and the product was crystallized by dissolving the mixture at 80° C. in CH3CN to ...